This data is from the Open Reaction Database (ORD), a public repository of structured organic reaction records. The task is: describe an organic reaction: reactants, conditions, products, and yield Reactants: CC1=CC=C(C=C1)S(=O)(=O)OC[C@H]1COC2=C(O1)C=C(C=C2F)S(=O)(=O)C ([(2R)-5-fluoro-7-(methylsulfonyl)-2,3-dihydro-1,4-benzodioxin-2-yl]methyl 4-methylbenzenesulfonate), N (NH3). Conditions: temperature 120 celsius. The product is FC1=CC(=CC=2O[C@H](COC21)CN)S(=O)(=O)C ([(2S)-5-FLUORO-7-(METHYLSULFONYL)-2,3-DIHYDRO-1,4-BENZODIOXIN-2-YL]METHYLAMINE). RXN SMILES: CC1C=CC(S(O[CH2:12][C@@H:13]2[O:18][C:17]3[CH:19]=[C:20]([S:24]([CH3:27])(=[O:26])=[O:25])[CH:21]=[C:22]([F:23])[C:16]=3[O:15][CH2:14]2)(=O)=O)=CC=1.[NH3:28]>>[F:23][C:22]1[C:16]2[O:15][CH2:14][C@H:13]([CH2:12][NH2:28])[O:18][C:17]=2[CH:19]=[C:20]([S:24]([CH3:27])(=[O:26])=[O:25])[CH:21]=1. Reported procedure: A mixture of [(2R)-5-fluoro-7-(methylsulfonyl)-2,3-dihydro-1,4-benzodioxin-2-yl]methyl 4-methylbenzenesulfonate (0.7 g, 1.7 mmol), NH3 (6 ml, 7N in methanol) was heated under microwave radiation at 120° C. for 20 min. The product was evaporated to dryness and was purified on an SCX-3 column (TEA/MeOH) Yield 0.34 g. MS m/z (rel. intensity, 70 eV) 261 (M+, bp), 217 (49), 97 (39), 69 (55), 56 (79). Starting materials: BrC=1C=NC=CC1 (3-bromopyridine), C(CCC)[Li] (n-butyllithium), C[Sn](C)(C)Cl (trimethylstannyl chloride). Yields the product C[Sn](C=1C=NC=CC1)(C)C (3-trimethylstannylpyridine). RXN SMILES: Br[C:2]1[CH:3]=[N:4][CH:5]=[CH:6][CH:7]=1.C([Li])CCC.[CH3:13][Sn:14](Cl)([CH3:16])[CH3:15]>>[CH3:13][Sn:14]([CH3:16])([CH3:15])[C:2]1[CH:3]=[N:4][CH:5]=[CH:6][CH:7]=1. Procedure: The 3-trimethylstannylpyridine reagent was prepared from 3-bromopyridine by reacting the latter with n-butyllithium under nitrogen at -78° C., followed by addition of one equivalent of trimethylstannyl chloride. Aqueous work-up and concentration in vacuo gave 3-trimethylstannylpyridine in 79% yield. RXN SMILES: [NH2:1][C:2]1[N:7]=[C:6]([NH:8][C:9]2[CH:10]=[C:11]([CH:14]=[CH:15][CH:16]=2)[C:12]#[N:13])[C:5]([NH2:17])=[C:4]([Cl:18])[N:3]=1.C(O)(=O)C.[F:23][C:24]1[CH:25]=[C:26]([CH:29]=[CH:30][CH:31]=1)[CH:27]=O>CO>[NH2:1][C:2]1[N:7]=[C:6]2[C:5]([N:17]=[C:27]([C:26]3[CH:29]=[CH:30][CH:31]=[C:24]([F:23])[CH:25]=3)[N:8]2[C:9]2[CH:10]=[C:11]([CH:14]=[CH:15][CH:16]=2)[C:12]#[N:13])=[C:4]([Cl:18])[N:3]=1. The reactants are Crude crystals, NC1=NC(=C(C(=N1)NC=1C=C(C#N)C=CC1)N)Cl (3-[(2,5-diamino-6-chloro-4-pyrimidinyl)amino]benzonitrile), C(C)(=O)O (acetic acid), FC=1C=C(C=O)C=CC1 (3-fluorobenzaldehyde). Run in CO (methanol). Procedure: Crude crystals (3.2 g) of 3-[(2,5-diamino-6-chloro-4-pyrimidinyl)amino]benzonitrile were dissolved in 64 ml of methanol, then 3.2 ml of acetic acid and 1.7 ml of 3-fluorobenzaldehyde were added thereto and the mixture was stirred at room temperature for 2 hours. The reaction solution was concentrated and was subjected to an azeotropy with toluene for two times. The resulting residue after concentration was dissolved in ethanol, a solution of 1.72 g of ferric chloride in 10 ml of ethanol was adde... Product: NC1=NC(=C2N=C(N(C2=N1)C=1C=C(C#N)C=CC1)C1=CC(=CC=C1)F)Cl (3-[2-Amino-6-chloro-8-(3-fluorophenyl)-9H-9-purinyl]benzonitrile). Reaction conditions: time 2 hour. Starting materials: O=C([O-])[O-], O=C(O)C(=O)O, CCn1nc(C(C)(C)C)cc1N, CCN(C(C)C)C(C)C, O=C(Cl)Oc1ccccc1, ClCCl, [K+], [K+]. The product is CCn1nc(C(C)(C)C)cc1NC(=O)Oc1ccccc1. RXN SMILES: [C:19](=[O:20])([O-:21])[O-:22].[C:1]([OH:2])(=[O:3])[C:4]([OH:5])=[O:6].[C:7]([CH3:8])([CH3:9])([CH3:10])[c:11]1[n:12][n:13]([CH2:17][CH3:18])[c:14]([NH2:16])[cH:15]1.[CH:25]([N:26]([CH2:27][CH3:28])[CH:29]([CH3:30])[CH3:31])([CH3:32])[CH3:33].[Cl:34][C:35](=[O:36])[O:37][c:38]1[cH:39][cH:40][cH:41][cH:42][cH:43]1.[Cl:44][CH2:45][Cl:46].[K+:23].[K+:24]>>[C:7]([CH3:8])([CH3:9])([CH3:10])[c:11]1[n:12][n:13]([CH2:17][CH3:18])[c:14]([NH:16][C:35](=[O:36])[O:37][c:38]2[cH:39][cH:40][cH:41][cH:42][cH:43]2)[cH:15]1.